From a dataset of the Open Reaction Database (ORD), a public repository of structured organic reaction records. describe an organic reaction: reactants, conditions, products, and yield The reactants are CC(=O)O, Cc1nc(C)n(-c2ccccc2)c(=O)c1C, COc1cccc(C=O)c1O. Product: COc1cccc(C=Cc2nc(C)c(C)c(=O)n2-c2ccccc2)c1O. Reaction SMILES: [C:28]([OH:29])(=[O:30])[CH3:31].[CH3:1][c:2]1[n:3][c:4]([CH3:16])[c:5]([CH3:15])[c:6](=[O:14])[n:7]1-[c:8]1[cH:9][cH:10][cH:11][cH:12][cH:13]1.[O:17]=[CH:18][c:19]1[c:20]([OH:21])[c:22]([O:23][CH3:24])[cH:25][cH:26][cH:27]1>>[CH:1]([c:2]1[n:3][c:4]([CH3:16])[c:5]([CH3:15])[c:6](=[O:14])[n:7]1-[c:8]1[cH:9][cH:10][cH:11][cH:12][cH:13]1)=[CH:18][c:19]1[c:20]([OH:21])[c:22]([O:23][CH3:24])[cH:25][cH:26][cH:27]1. Reactants: NC1=NC(=C(C(=N1)N)OCCCOC1=CC(=NC2=CC=C(C=C12)OCCCC(=O)OCC)C)CC (2,4-diamino-6-ethyl-5-(3-(6-(3-ethoxycarbonylpropoxy)-2-methylquinolin-4-yloxy)propoxy)pyrimidine), [OH-].[K+] (KOH), Cl (HCl). Reaction conditions: temperature 25 celsius, time 8 hour. Yields the product NC1=NC(=C(C(=N1)N)OCCCOC1=CC(=NC2=CC=C(C=C12)OCCCC(=O)O)C)CC (2,4-diamino-6-ethyl-5-(3-(6-(3-carboxypropoxy)-2-methylquinolin-4-yloxy)propoxy)pyrimidine). The yield is 84.0%. RXN SMILES: [NH2:1][C:2]1[N:7]=[C:6]([NH2:8])[C:5]([O:9][CH2:10][CH2:11][CH2:12][O:13][C:14]2[C:23]3[C:18](=[CH:19][CH:20]=[C:21]([O:24][CH2:25][CH2:26][CH2:27][C:28]([O:30]CC)=[O:29])[CH:22]=3)[N:17]=[C:16]([CH3:33])[CH:15]=2)=[C:4]([CH2:34][CH3:35])[N:3]=1.[OH-].[K+].Cl>>[NH2:1][C:2]1[N:7]=[C:6]([NH2:8])[C:5]([O:9][CH2:10][CH2:11][CH2:12][O:13][C:14]2[C:23]3[C:18](=[CH:19][CH:20]=[C:21]([O:24][CH2:25][CH2:26][CH2:27][C:28]([OH:30])=[O:29])[CH:22]=3)[N:17]=[C:16]([CH3:33])[CH:15]=2)=[C:4]([CH2:34][CH3:35])[N:3]=1 |f:1.2|. Procedure details: A suspension of the ethyl ester obtained in step (c) (0.314 g, 0.65 mmol) and aqueous KOH solution (10 equiv) was stirred at 25° C. overnight. The solution was neutralized by addition of dilute HCl. The precipitate formed was separated by filtration and dried in an oven at 80° C. to give a light yellow solid (0.2487 g, 84%). 1H NMR (400 MHz, DMSO-d6): 0.91 (3H, t, J=7.5 Hz), 1.98 (2H, m), 2.29 (4H, m), 2.41 (2H, t, J=7.2 Hz), 2.56 (3H, s), 3.86 (2H, t, J=5.5 Hz), 4.05 (2H, t, J=5.9 Hz), 4.40 (2H... Reaction conditions: time 1 hour. Yields the product N#N.CC1C(CC2=C(C(=C(C=C12)Br)NC(C)=O)[N+](=O)[O-])NC(C)=O (N2 Methyl-2,5-diacetamido-6-bromo-4-nitroindane). As a reaction SMILES: [N:1]#[N:2].C[CH:4]1[C:12]2[C:7](=[CH:8][C:9]([Br:17])=[C:10]([NH:13][C:14](=[O:16])[CH3:15])[CH:11]=2)[CH2:6][CH:5]1[NH:18][C:19](=[O:21])[CH3:20].[N+:22]([O-:25])(O)=[O:23].F[C:27](F)(F)C(O)=O>>[N:1]#[N:2].[CH3:27][CH:6]1[C:7]2[C:12](=[C:11]([N+:22]([O-:25])=[O:23])[C:10]([NH:13][C:14](=[O:16])[CH3:15])=[C:9]([Br:17])[CH:8]=2)[CH2:4][CH:5]1[NH:18][C:19](=[O:21])[CH3:20] |f:0.1,4.5|. Reported procedure: A mixture of N2 -methyl-2,6-diacetamido-5-bromoindane (21.8 g, 67 mmol) in trifluoroacetic acid (200 mL) was cooled in an ice bath and treated with fuming nitric acid (25 mL). After stirring for 1 h, the mixture was warmed to room temperature and stirred for an additional 3 h. The solvent was removed and the residue taken up in water. The mixture was triturated in diethyl ether to give a precipitate, which was collected by filtration and dried to give the product (22.5 g). The reactants are N#N.CC1C(CC2=CC(=C(C=C12)NC(C)=O)Br)NC(C)=O (N2 methyl-2,6-diacetamido-5-bromoindane), FC(C(=O)O)(F)F (trifluoroacetic acid), [N+](=O)(O)[O-] (nitric acid).